This data is from the Open Reaction Database (ORD), a public repository of structured organic reaction records. The task is: describe an organic reaction: reactants, conditions, products, and yield Starting materials: CCO, Clc1ccc2c(n1)CCCCCC2, NN. Yields the product NNc1ccc2c(n1)CCCCCC2. RXN SMILES: [CH3:16][CH2:17][OH:18].[Cl:1][c:2]1[cH:3][cH:4][c:5]2[c:6]([n:7]1)[CH2:8][CH2:9][CH2:10][CH2:11][CH2:12][CH2:13]2.[NH2:14][NH2:15]>>[c:2]1([NH:14][NH2:15])[cH:3][cH:4][c:5]2[c:6]([n:7]1)[CH2:8][CH2:9][CH2:10][CH2:11][CH2:12][CH2:13]2. The reactants are C(CC)(=O)O (propionic acid), solution, C[Si](C)(C)[N-][Si](C)(C)C.[Li+] (lithium bis(trimethylsilyl)amide), C(=O)(OC(C)(C)C)N[C@@H](CC1CCCCC1)[C@@H]1CCC(O1)=O (5(S)-[1(S)-(Boc-amino)-2-cyclohexylethyl]dihydrofuran-2-(3H)-one), COC1=CC=C(CI)C=C1 (p-methoxybenzyl iodide), C(=O)(O)[O-].[Na+] (NaHCO3). The solvent is C(C)(=O)OCC (ethyl acetate), CN1CCCN(C1=O)C (DMPU), C1CCOC1 (THF), C1CCOC1 (THF), O (water), C1CCOC1 (THF). Conditions: temperature -75 celsius, time 20 minute. Yields the product C(=O)(OC(C)(C)C)N[C@@H](CC1CCCCC1)[C@@H]1C[C@H](C(O1)=O)CC1=CC=C(C=C1)OC (5(S)-[1(S)-(Boc-Amino)-2-cyclohexylethyl]-3(R)-[(p-methoxyphenyl)methyl]dihydrofuran-2-(3H)-one). As a reaction SMILES: C[Si]([N-][Si](C)(C)C)(C)C.[Li+].[C:11]([NH:18][C@H:19]([C@H:27]1[O:31][C:30](=[O:32])[CH2:29][CH2:28]1)[CH2:20][CH:21]1[CH2:26][CH2:25][CH2:24][CH2:23][CH2:22]1)([O:13][C:14]([CH3:17])([CH3:16])[CH3:15])=[O:12].[CH3:33][O:34][C:35]1[CH:42]=[CH:41][C:38]([CH2:39]I)=[CH:37][CH:36]=1.C(O)(=O)CC.C([O-])(O)=O.[Na+]>C1COCC1.C(OCC)(=O)C.O.CN1C(=O)N(C)CCC1>[C:11]([NH:18][C@H:19]([C@H:27]1[O:31][C:30](=[O:32])[C@H:29]([CH2:39][C:38]2[CH:41]=[CH:42][C:35]([O:34][CH3:33])=[CH:36][CH:37]=2)[CH2:28]1)[CH2:20][CH:21]1[CH2:22][CH2:23][CH2:24][CH2:25][CH2:26]1)([O:13][C:14]([CH3:16])([CH3:17])[CH3:15])=[O:12] |f:0.1,5.6|. Reported procedure: 880 ml of a 1M solution of lithium bis(trimethylsilyl)amide in THF are added dropwise, at -70° C., under an argon atmosphere and within the space of 20 min, to 130 g (400 mmol) of 5(S)-[1(S)-(Boc-amino)-2-cyclohexylethyl]dihydrofuran-2-(3H)-one which is dissolved in 1000 ml of abs. THF and 108 ml of DMPU. After 20 min, a solution of 110 g (443 mmol) of p-methoxybenzyl iodide [preparation, see Example 7e)] in 60 ml of abs. THF is added dropwise, and this mixture is thoroughly stirred at -75° C. f... Product: C(C)(C)(C)OC(=O)N1CCC(CC1)OC1=NC=NC(=C1Cl)CC (4-(1-tert-butoxycarbonylpiperidin-4-yloxy)-5-chloro-6-ethylpyrimidine). Procedure: 0.4 g (10 mmol) of sodium hydride (80% dispersion in oil) was added to a solution of 2.0 g (10 mmol) of 1-(tert-butoxycarbonylpiperidin-4-ol and 1.8 g (10 mmol) of 4,5-dichloro-6-ethylpyrimidine in 25 ml of tetrahydrofuran, and the mixture was stirred for 2 hours at room temperature for 1 hour at reflux. After cooling, the mixture was concentrated, the residue was taken up in water/toluene, and the organic phase was dried and concentrated. For purification, the product was chromatographed on sil... The reactants are [H-].[Na+] (sodium hydride), C(C)(C)(C)OC(=O)N1CCC(CC1)O (tert-butoxycarbonylpiperidin-4-ol), ClC1=NC=NC(=C1Cl)CC (4,5-dichloro-6-ethylpyrimidine). As a reaction SMILES: [H-].[Na+].[C:3]([O:7][C:8]([N:10]1[CH2:15][CH2:14][CH:13]([OH:16])[CH2:12][CH2:11]1)=[O:9])([CH3:6])([CH3:5])[CH3:4].Cl[C:18]1[C:23]([Cl:24])=[C:22]([CH2:25][CH3:26])[N:21]=[CH:20][N:19]=1>O1CCCC1>[C:3]([O:7][C:8]([N:10]1[CH2:15][CH2:14][CH:13]([O:16][C:18]2[C:23]([Cl:24])=[C:22]([CH2:25][CH3:26])[N:21]=[CH:20][N:19]=2)[CH2:12][CH2:11]1)=[O:9])([CH3:6])([CH3:4])[CH3:5] |f:0.1|. Run in O1CCCC1 (tetrahydrofuran). Reaction conditions: time 1 hour. The reactants are CCOC(=O)Cn1cc(C(=O)Nc2ccc(OCC(C)(C)C)c(C#N)c2)c(C)n1, CCO, [Na+], [OH-]. The product is Cc1nn(CC(=O)O)cc1C(=O)Nc1ccc(OCC(C)(C)C)c(C#N)c1. Reaction SMILES: [C:1](#[N:2])[c:3]1[cH:4][c:5]([NH:15][C:16](=[O:17])[c:18]2[c:19]([CH3:29])[n:20][n:21]([CH2:23][C:24](=[O:25])[O:26][CH2:27][CH3:28])[cH:22]2)[cH:6][cH:7][c:8]1[O:9][CH2:10][C:11]([CH3:12])([CH3:13])[CH3:14].[CH3:32][CH2:33][OH:34].[Na+:31].[OH-:30]>>[C:1](#[N:2])[c:3]1[cH:4][c:5]([NH:15][C:16](=[O:17])[c:18]2[c:19]([CH3:29])[n:20][n:21]([CH2:23][C:24](=[O:25])[OH:26])[cH:22]2)[cH:6][cH:7][c:8]1[O:9][CH2:10][C:11]([CH3:12])([CH3:13])[CH3:14]. Starting materials: CCC(N)C1(OC)CCC(OCc2ccccc2)CC1, N, [Na], C1CCOC1. The product is CCC(N)C1(OC)CCC(O)CC1. Reaction SMILES: [CH2:3]([c:4]1[cH:5][cH:6][cH:7][cH:8][cH:9]1)[O:10][CH:11]1[CH2:12][CH2:13][C:14]([O:17][CH3:18])([CH:19]([CH2:20][CH3:21])[NH2:22])[CH2:15][CH2:16]1.[NH3:1].[Na:2].[O:23]1[CH2:24][CH2:25][CH2:26][CH2:27]1>>[OH:10][CH:11]1[CH2:12][CH2:13][C:14]([O:17][CH3:18])([CH:19]([CH2:20][CH3:21])[NH2:22])[CH2:15][CH2:16]1. Reactants: C1CCOC1, CN(C)CCCN1CCNCC1, CCN=C=NCCCN(C)C, ClCCl, O=C(O)c1ccc(Nc2nccc(-c3ccc(S(=O)(=O)C4CCOCC4)cc3)n2)cc1, On1nnc2ccccc21. Yields the product CN(C)CCCN1CCN(C(=O)c2ccc(Nc3nccc(-c4ccc(S(=O)(=O)C5CCOCC5)cc4)n3)cc2)CC1. As a reaction SMILES: [CH2:65]1[O:66][CH2:67][CH2:68][CH2:69]1.[CH3:32][N:33]([CH3:34])[CH2:35][CH2:36][CH2:37][N:38]1[CH2:39][CH2:40][NH:41][CH2:42][CH2:43]1.[CH3:44][CH2:45][N:46]=[C:47]=[N:48][CH2:49][CH2:50][CH2:51][N:52]([CH3:53])[CH3:54].[Cl:70][CH2:71][Cl:72].[O:1]1[CH2:2][CH2:3][CH:4]([S:7](=[O:8])(=[O:9])[c:10]2[cH:11][cH:12][c:13](-[c:16]3[n:17][c:18]([NH:22][c:23]4[cH:24][cH:25][c:26]([C:27](=[O:28])[OH:29])[cH:30][cH:31]4)[n:19][cH:20][cH:21]3)[cH:14][cH:15]2)[CH2:5][CH2:6]1.[OH:55][n:56]1[c:57]2[c:58]([cH:59][cH:60][cH:61][cH:62]2)[n:63][n:64]1>>[O:1]1[CH2:2][CH2:3][CH:4]([S:7](=[O:8])(=[O:9])[c:10]2[cH:11][cH:12][c:13](-[c:16]3[n:17][c:18]([NH:22][c:23]4[cH:24][cH:25][c:26]([C:27](=[O:29])[N:41]5[CH2:40][CH2:39][N:38]([CH2:37][CH2:36][CH2:35][N:33]([CH3:32])[CH3:34])[CH2:43][CH2:42]5)[cH:30][cH:31]4)[n:19][cH:20][cH:21]3)[cH:14][cH:15]2)[CH2:5][CH2:6]1. The reactants are BrCCCCCCCCBr, CN(C)C=O, [H-], [Na+], O, c1ccc(-c2nc(-c3ccccc3)c(-c3ccccc3)[nH]2)cc1. Product: BrCCCCCCCCn1c(-c2ccccc2)nc(-c2ccccc2)c1-c1ccccc1. As a reaction SMILES: [Br:26][CH2:27][CH2:28][CH2:29][CH2:30][CH2:31][CH2:32][CH2:33][CH2:34][Br:35].[CH3:37][N:38]([CH3:39])[CH:40]=[O:41].[H-:24].[Na+:25].[OH2:36].[c:1]1(-[c:7]2[nH:8][c:9](-[c:18]3[cH:19][cH:20][cH:21][cH:22][cH:23]3)[c:10](-[c:12]3[cH:13][cH:14][cH:15][cH:16][cH:17]3)[n:11]2)[cH:2][cH:3][cH:4][cH:5][cH:6]1>>[c:1]1(-[c:7]2[n:8][c:9](-[c:18]3[cH:19][cH:20][cH:21][cH:22][cH:23]3)[c:10](-[c:12]3[cH:13][cH:14][cH:15][cH:16][cH:17]3)[n:11]2[CH2:34][CH2:33][CH2:32][CH2:31][CH2:30][CH2:29][CH2:28][CH2:27][Br:26])[cH:2][cH:3][cH:4][cH:5][cH:6]1. Starting materials: ClC=1C=CC(=C(C(=O)C2=C(C(=C(C=C2C)OC)O)OC)C1C)OC (5-chloro-6,6'-dimethyl-3'-hydroxy-2,2',4'-trimethoxybenzophenone), C([O-])([O-])=O.[K+].[K+] (potassium carbonate), C(C)OS(=O)(=O)OCC (diethylsulfate), C(C)#N (acetonitrile). Run in O (water). Product: ClC=1C=CC(=C(C(=O)C2=C(C(=C(C=C2C)OC)OCC)OC)C1C)OC (5-chloro-6,6'-dimethyl-3'-ethoxy-2,2',4'-trimethoxybenzophenone). Reaction SMILES: [Cl:1][C:2]1[CH:3]=[CH:4][C:5]([O:23][CH3:24])=[C:6]([C:21]=1[CH3:22])[C:7]([C:9]1[C:14]([CH3:15])=[CH:13][C:12]([O:16][CH3:17])=[C:11]([OH:18])[C:10]=1[O:19][CH3:20])=[O:8].C(=O)([O-])[O-].[K+].[K+].[CH2:31](OS(OCC)(=O)=O)[CH3:32].C(#N)C>O>[Cl:1][C:2]1[CH:3]=[CH:4][C:5]([O:23][CH3:24])=[C:6]([C:21]=1[CH3:22])[C:7]([C:9]1[C:14]([CH3:15])=[CH:13][C:12]([O:16][CH3:17])=[C:11]([O:18][CH2:31][CH3:32])[C:10]=1[O:19][CH3:20])=[O:8] |f:1.2.3|. Procedure: A mixture of 66B (1.15 g), potassium carbonate (1.0 g), diethylsulfate (0.54 g) and acetonitrile (20 ml) is heated to reflux for 3 hours. Upon cooling to room temperature water is added. The solid material is collected and the residue is re-crystallized from methanol yielding white crystals, 1.07 g (85.6% ), mp 131-132° C.